The task is: describe an organic reaction: reactants, conditions, products, and yield. This data is from the Open Reaction Database (ORD), a public repository of structured organic reaction records. Reactants: O (water), C=1C=CC2=C(C1)C(=CN2)CCO (tryptophol), C(C)(=O)OCC(=O)C (acetonyl acetate), C1(=CC=C(C=C1)S(=O)(=O)O)C (p-toluenesulfonic acid). The solvent is C1=CC=CC=C1 (benzene), C1=CC=CC=C1 (benzene), C(C)(=O)OCC (ethyl acetate). Yields the product C(C)(=O)OCC1(OCCC2=C1NC1=CC=CC=C21)C.C(C)(=O)O (acetate 1-methyl-1,3,4,9-tetrahydropyrano[3,4-b]indole-1-methanol acetate). RXN SMILES: [CH:1]1[CH:2]=[CH:3][C:4]2[NH:9][CH:8]=[C:7]([CH2:10][CH2:11][OH:12])[C:5]=2[CH:6]=1.[C:13]([O:16][CH2:17][C:18]([CH3:20])=O)(=[O:15])[CH3:14].C1(C)C=CC(S(O)(=O)=O)=CC=1.O>C1C=CC=CC=1.C(OCC)(=O)C>[C:13]([O:16][CH2:17][C:18]1([CH3:20])[C:8]2[NH:9][C:4]3[C:5]([C:7]=2[CH2:10][CH2:11][O:12]1)=[CH:6][CH:1]=[CH:2][CH:3]=3)(=[O:15])[CH3:14].[C:13]([OH:16])(=[O:15])[CH3:14] |f:6.7|. Reported procedure: A mixture of the starting material, tryptophol (32.2 g, 0.2 mole), acetonyl acetate (23.2 g, 0.2 mole) and 3.2 g of p-toluenesulfonic acid in 500 ml of benzene is refluxed for 11/2 hr. in the presence of a Dean-Stark water trap. The benzene solution is washed with 5% sodium bicarbonate, water, dried and evaporated to afford an oil. The oil is subjected to chromatography on a silica gel column using 10% ethyl acetate in benzene as eluent. The acetate 1-methyl-1,3,4,9-tetrahydropyrano[3,4-b]indole... Starting materials: C(C=C)C1=CC2=C(CCS2)C=C1 (6-allyl-2,3-dihydrobenzothiophene), CCCCCC.CCOC(=O)C (hexane EtOAc). The reagents and catalysts are [Pd] (Pd/C). Run in C(C)O (ethanol). The product is C(CC)C1=CC2=C(CCS2)C=C1 (6-propyl-2,3-Dihydrobenzothiophene). Isolated yield 85.8%. RXN SMILES: [CH2:1]([C:4]1[CH:12]=[CH:11][C:7]2[CH2:8][CH2:9][S:10][C:6]=2[CH:5]=1)[CH:2]=[CH2:3].CCCCCC.CCOC(C)=O>C(O)C.[Pd]>[CH2:1]([C:4]1[CH:12]=[CH:11][C:7]2[CH2:8][CH2:9][S:10][C:6]=2[CH:5]=1)[CH2:2][CH3:3] |f:1.2|. Reported procedure: A solution of 6-allyl-2,3-dihydrobenzothiophene (95 mg, 0.49 mmole) in 10 mL absolute ethanol was hydrogenated at 40 psi over 20 mg 10% Pd/C at room temperature overnight. TLC (90/10, hexane/EtOAc) indicated the reaction to be complete. The catalyst was filtered off through a celite pad and the filtrate concentrated down to afford 96 mg crude product as an oil. Purification by flash chromatography (90/10, hexane/EtOAc) afforded 75 mg white solids mp 58°-60° C. (78%). Reactants: N1C(C[C@H]1C(=O)N[C@@H](CC1=CNC=N1)C(=O)N1[C@H](C(=O)O)CCC1)=O (Nα -[(S)-2-azetidinone-4-carbonyl]-L-histidyl-L-proline), C=1C=CC2=C(C1)N=NN2O (HOBT), C1CCC(CC1)N=C=NC2CCCCC2 (DCC), CN (methylamine). Solvent: CN(C)C=O (DMF), CO (methanol). Reaction conditions: time 7 hour. Yields the product N1C(C[C@H]1C(=O)N[C@@H](CC1=CNC=N1)C(=O)N1[C@H](C(=O)NC)CCC1)=O (Nα -[(S)-2-azetidinone-4-carbonyl]-L-histidyl-N-methyl-L-prolinamide). RXN SMILES: [NH:1]1[C@H:4]([C:5]([NH:7][C@H:8]([C:15]([N:17]2[CH2:24][CH2:23][CH2:22][C@H:18]2[C:19](O)=[O:20])=[O:16])[CH2:9][C:10]2[N:14]=[CH:13][NH:12][CH:11]=2)=[O:6])[CH2:3][C:2]1=[O:25].C1C=CC2N(O)N=[N:32][C:30]=2C=1.C1CCC(N=C=NC2CCCCC2)CC1.CN>CN(C=O)C.CO>[NH:1]1[C@H:4]([C:5]([NH:7][C@H:8]([C:15]([N:17]2[CH2:24][CH2:23][CH2:22][C@H:18]2[C:19]([NH:32][CH3:30])=[O:20])=[O:16])[CH2:9][C:10]2[N:14]=[CH:13][NH:12][CH:11]=2)=[O:6])[CH2:3][C:2]1=[O:25]. Procedure: In 2 ml of DMF were dissolved 300 mg of Nα -[(S)-2-azetidinone-4-carbonyl]-L-histidyl-L-proline (13) (obtained in Example 3), 116 mg of HOBT, and 177 mg of DCC and after stirring for 7 hours at room temperature, the solution was cooled in an ice bath. Then 0.6 ml of a methanol solution of 30% methylamine was added to the solution and the mixture was reacted overnight with stirring at 2° to 6° C. Insoluble matters were filtered off and the filtrate was concentrated to dryness under reduced pressu... The reactants are ClC1=CC=CC(=N1)OC(C(=O)C1=CC=C(C=C1)Cl)N1N=CN=C1 (1-(6-chloropyridin-2-yl-oxy)-2-(4-chlorophenyl)-1-(1,2,4-triazol-1-yl)-ethan-2-one), [BH4-].[Na+] (sodium borohydride). Run in CO (methanol). The product is ClC1=CC=CC(=N1)OC(C(O)C1=CC=C(C=C1)Cl)N1N=CN=C1 (1-(6-chloro-pyridin-2-yl-oxy)-2-(4-chlorophenyl)-1-(1,2,4-triazol-1-yl)-ethan-2-ol). Yield: 706.2%. RXN SMILES: [Cl:1][C:2]1[N:7]=[C:6]([O:8][CH:9]([N:19]2[CH:23]=[N:22][CH:21]=[N:20]2)[C:10]([C:12]2[CH:17]=[CH:16][C:15]([Cl:18])=[CH:14][CH:13]=2)=[O:11])[CH:5]=[CH:4][CH:3]=1.[BH4-].[Na+]>CO>[Cl:1][C:2]1[N:7]=[C:6]([O:8][CH:9]([N:19]2[CH:23]=[N:22][CH:21]=[N:20]2)[CH:10]([C:12]2[CH:13]=[CH:14][C:15]([Cl:18])=[CH:16][CH:17]=2)[OH:11])[CH:5]=[CH:4][CH:3]=1 |f:1.2|. Procedure: 8.7 g (0.025 mol) of 1-(6-chloro-pyridin-2-yl-oxy)-2-(4-chlorophenyl)-1-(1,2,4-triazol-1-yl)-ethan-2-one (Example 1) were dissolved in 100 ml of methanol, and 1 g (0.025 mol) of sodium borohydride was added. The mixture was heated under reflux for 30 minutes and concentrated by distilling off the solvent in vacuo, and the residue was partitioned between chloroform and water. The organic phase was separated off, extracted again by shaking with water, dried over magnesium sulphate and concentrated... Starting materials: BrCCBr, O=C([O-])[O-], CN(C)C=O, CCCNC(=O)Nc1ccc(Oc2ncnc3cc(O)c(OC)cc23)cc1Cl, [K+], [K+]. Product: CCCNC(=O)Nc1ccc(Oc2ncnc3cc(OCCBr)c(OC)cc23)cc1Cl. As a reaction SMILES: [Br:35][CH2:36][CH2:37][Br:38].[C:29](=[O:30])([O-:31])[O-:32].[CH3:39][N:40]([CH3:41])[CH:42]=[O:43].[Cl:1][c:2]1[c:3]([NH:22][C:23](=[O:24])[NH:25][CH2:26][CH2:27][CH3:28])[cH:4][cH:5][c:6]([O:8][c:9]2[n:10][cH:11][n:12][c:13]3[cH:14][c:15]([OH:21])[c:16]([O:19][CH3:20])[cH:17][c:18]23)[cH:7]1.[K+:33].[K+:34]>>[Cl:1][c:2]1[c:3]([NH:22][C:23](=[O:24])[NH:25][CH2:26][CH2:27][CH3:28])[cH:4][cH:5][c:6]([O:8][c:9]2[n:10][cH:11][n:12][c:13]3[cH:14][c:15]([O:21][CH2:37][CH2:36][Br:35])[c:16]([O:19][CH3:20])[cH:17][c:18]23)[cH:7]1. Starting materials: ClC1=C(C=CC(=C1)Cl)C1N(C(C2=CC=CC=C2C1C(=O)O)=O)C1C(CCCC1)NS(=O)(=O)C ((3RS,4RS)-3-(2,4-dichlorophenyl)-2-{(1SR,2SR)-2-[(mesyl)amino]cyclohexyl}-1-oxo-1,2,3,4-tetrahydroisoquinoline-4-carboxylic acid), O1C(CCCC1)OC=1C=C(CON)C=CC1 (O-[3-(tetrahydro-2H-pyran-2-yl oxy)benzyl]hydroxylamine), C=1C=CC2=C(C1)N=NN2O (HOBt), CCN=C=NCCCN(C)C (WSC). The solvent is CN(C)C=O (DMF), O (water), C(C)(=O)OCC (ethyl acetate). Run at time 3 hour. The product is O=C1NCC(C2=CC=CC=C12)C(=O)N (1-oxo-1,2,3,4-tetrahydroisoquinoline-4-carboxamide). RXN SMILES: ClC1C=C(Cl)C=CC=1[CH:9]1[CH:18]([C:19](O)=[O:20])[C:17]2[C:12](=[CH:13][CH:14]=[CH:15][CH:16]=2)[C:11](=[O:22])[N:10]1C1CCCCC1NS(C)(=O)=O.O1CCCCC1OC1C=C(C=CC=1)CO[NH2:46].C1C=CC2N(O)N=NC=2C=1.CCN=C=NCCCN(C)C>O.C(OCC)(=O)C.CN(C=O)C>[O:22]=[C:11]1[C:12]2[C:17](=[CH:16][CH:15]=[CH:14][CH:13]=2)[CH:18]([C:19]([NH2:46])=[O:20])[CH2:9][NH:10]1. Reported procedure: To 400 mg of (3RS,4RS)-3-(2,4-dichlorophenyl)-2-{(1SR,2SR)-2-[(mesyl)amino]cyclohexyl}-1-oxo-1,2,3,4-tetrahydroisoquinoline-4-carboxylic acid were added 8 ml of DMF, 243 mg of O-[3-(tetrahydro-2H-pyran-2-yl oxy)benzyl]hydroxylamine, 159 mg of HOBt, and 243 mg of WSC, followed by stifling at room temperature for 3 hours. The reaction solution was added with ethyl acetate and water to carry out a liquid separation operation, and the organic layer was washed with a saturated aqueous sodium hydrogen... The reactants are NC1=NN2C(C=CC(=C2)OC=2C=C(C=CC2C)NC(C2=CC(=CC=C2)C(C)(C)C#N)=O)=N1 (N-{3-[(2-amino[1,2,4]triazolo[1,5-a]pyridin-6-yl)oxy]-4-methylphenyl}-3-(1-cyano-1-methylethyl)benzamide), C(O)([O-])=O.[Na+] (sodium hydrogen carbonate), BrC=1C=C(C=NC1)C(=O)O (5-bromopyridine-3-carboxylic acid), C(C(=O)Cl)(=O)Cl (oxalyl chloride), C([O-])([O-])=O.[K+].[K+] (potassium carbonate). The solvent is N1=CC=CC=C1 (pyridine), O (Water), O1CCCC1 (tetrahydrofuran), CN(C=O)C (N,N-dimethylformamide), CO.O1CCCC1 (methanol tetrahydrofuran). Run at time 1 hour. Yields the product BrC=1C=C(C=NC1)C(=O)NC1=NN2C(C=CC(=C2)OC2=C(C=CC(=C2)NC(=O)C2=CC(=CC=C2)C(C)(C)C#N)C)=N1 (5-bromo-N-{6-[5-({[3-(1-cyano-1-methylethyl)phenyl]carbonyl}amino)-2-methylphenoxy][1,2,4]triazolo[1,5-a]pyridin-2-yl}pyridine-3-carboxamide). The yield is 85.7%. As a reaction SMILES: [Br:1][C:2]1[CH:3]=[C:4]([C:8]([OH:10])=O)[CH:5]=[N:6][CH:7]=1.C(Cl)(=O)C(Cl)=O.[NH2:17][C:18]1[N:48]=[C:21]2[CH:22]=[CH:23][C:24]([O:26][C:27]3[CH:28]=[C:29]([NH:34][C:35](=[O:47])[C:36]4[CH:41]=[CH:40][CH:39]=[C:38]([C:42]([C:45]#[N:46])([CH3:44])[CH3:43])[CH:37]=4)[CH:30]=[CH:31][C:32]=3[CH3:33])=[CH:25][N:20]2[N:19]=1.C(=O)([O-])[O-].[K+].[K+].C(=O)([O-])O.[Na+]>O1CCCC1.N1C=CC=CC=1.CO.O1CCCC1.O.CN(C)C=O>[Br:1][C:2]1[CH:3]=[C:4]([C:8]([NH:17][C:18]2[N:48]=[C:21]3[CH:22]=[CH:23][C:24]([O:26][C:27]4[CH:28]=[C:29]([NH:34][C:35]([C:36]5[CH:41]=[CH:40][CH:39]=[C:38]([C:42]([C:45]#[N:46])([CH3:43])[CH3:44])[CH:37]=5)=[O:47])[CH:30]=[CH:31][C:32]=4[CH3:33])=[CH:25][N:20]3[N:19]=2)=[O:10])[CH:5]=[N:6][CH:7]=1 |f:3.4.5,6.7,10.11|. Procedure: To a solution of 5-bromopyridine-3-carboxylic acid (375 mg, 1.87 mmol) in tetrahydrofuran (6 mL) were added oxalyl chloride (204 μL, 2.34 mmol) and N,N-dimethylformamide (20 μL), and the mixture was stirred at room temperature for 1 hr. The reaction mixture was concentrated under reduced pressure. The obtained residue and N-{3-[(2-amino[1,2,4]triazolo[1,5-a]pyridin-6-yl)oxy]-4-methylphenyl}-3-(1-cyano-1-methylethyl)benzamide (400 mg, 0.937 mmol) were dissolved in pyridine (7 mL), and the mixture... Reactants: C(C)(=O)C1=CC=C(C=C1)S(=O)(=O)NC1=C(C=C(C=C1)Cl)N1N=NC2=NC=CC=C21 (4-acetyl-N-(4-chloro-2-[1,2,3]triazolo[4,5-b]pyridin-1-yl-phenyl)-benzenesulfonamide), N (NH3), CO (MeOH), C(#N)[BH3-].[Na+] (Sodium cyanoborohydride). Reagents/catalysts: C(C)(=O)O (acetic acid), [O-]CC.[Ti+4].[O-]CC.[O-]CC.[O-]CC (titanium ethoxide). The solvent is C1CCOC1 (THF), C(C)#N.O (acetonitrile H2O). Conditions: temperature 60 celsius. Product: NC(C)C1=CC=C(C=C1)S(=O)(=O)NC1=C(C=C(C=C1)Cl)N1N=NC2=NC=CC=C21 (4-(1-amino-ethyl)-N-(4-chloro-2-[1,2,3]triazolo[4,5-b]pyridin-1-yl-phenyl)-benzenesulfonamide). RXN SMILES: [C:1]([C:4]1[CH:9]=[CH:8][C:7]([S:10]([NH:13][C:14]2[CH:19]=[CH:18][C:17]([Cl:20])=[CH:16][C:15]=2[N:21]2[C:29]3[C:24](=[N:25][CH:26]=[CH:27][CH:28]=3)[N:23]=[N:22]2)(=[O:12])=[O:11])=[CH:6][CH:5]=1)(=O)[CH3:2].N.CO.C([BH3-])#[N:34].[Na+]>C(O)(=O)C.C(#N)C.O.[O-]CC.[Ti+4].[O-]CC.[O-]CC.[O-]CC.C1COCC1>[NH2:34][CH:1]([C:4]1[CH:9]=[CH:8][C:7]([S:10]([NH:13][C:14]2[CH:19]=[CH:18][C:17]([Cl:20])=[CH:16][C:15]=2[N:21]2[C:29]3[C:24](=[N:25][CH:26]=[CH:27][CH:28]=3)[N:23]=[N:22]2)(=[O:12])=[O:11])=[CH:6][CH:5]=1)[CH3:2] |f:3.4,6.7,8.9.10.11.12|. Procedure: A 4 mL vial was charged with 4-acetyl-N-(4-chloro-2-[1,2,3]triazolo[4,5-b]pyridin-1-yl-phenyl)-benzenesulfonamide (synthesized according to general procedures F and G, 100 mg, 0.23 mmol), 7 M NH3 in MeOH (100 μL, 0.70 mmol), and 2 mL THF. The resulting slurry was stirred well, then titanium ethoxide (98 μL, 47 mmol) was added and the mixture heated to 60° C. for three hours. Sodium cyanoborohydride (22 mg, 0.35 mmol) and acetic acid (5 drops) were then added and the mixture was maintained at 60°... Reactants: CC(=O)OCc1c(Br)cccc1Br, O=C([O-])[O-], C1COCCO1, CC1(C)Cc2sc3c(c2C1)CCNC3=O, CNCCNC, [Cs+], [Cs+], I[Cu]I. Product: CC(=O)OCc1c(Br)cccc1N1CCc2c(sc3c2CC(C)(C)C3)C1=O. Reaction SMILES: [C:16]([CH3:17])(=[O:18])[O:19][CH2:20][c:21]1[c:22]([Br:28])[cH:23][cH:24][cH:25][c:26]1[Br:27].[C:29](=[O:30])([O-:31])[O-:32].[CH2:44]1[O:45][CH2:46][CH2:47][O:48][CH2:49]1.[CH3:1][C:2]1([CH3:15])[CH2:3][c:4]2[c:5]([c:6]3[c:7]([s:13]2)[C:8](=[O:12])[NH:9][CH2:10][CH2:11]3)[CH2:14]1.[CH3:35][NH:36][CH2:37][CH2:38][NH:39][CH3:40].[Cs+:33].[Cs+:34].[Cu:41]([I:42])[I:43]>>[CH3:1][C:2]1([CH3:15])[CH2:3][c:4]2[c:5]([c:6]3[c:7]([s:13]2)[C:8](=[O:12])[N:9]([c:22]2[c:21]([CH2:20][O:19][C:16]([CH3:17])=[O:18])[c:26]([Br:27])[cH:25][cH:24][cH:23]2)[CH2:10][CH2:11]3)[CH2:14]1. Starting materials: CC(C)(C)C=1C=C(C(=O)O)C=CC1OCCCCCCCCCCCCCC (3-(1,1-Dimethylethyl)-4-(tetradecyloxy)benzoic acid), C(C(=O)Cl)(=O)Cl (oxalyl chloride). Reagents/catalysts: CN(C=O)C (dimethylformamide). The solvent is C(Cl)Cl (methylene chloride). Reaction conditions: time 18 hour. The product is CC(C)(C)C=1C=C(C(=O)Cl)C=CC1OCCCCCCCCCCCCCC (3-(1,1-Dimethylethyl)-4-(tetradecyloxy)benzoyl chloride). Yield: 9.9%. Reaction SMILES: [CH3:1][C:2]([C:5]1[CH:6]=[C:7]([CH:11]=[CH:12][C:13]=1[O:14][CH2:15][CH2:16][CH2:17][CH2:18][CH2:19][CH2:20][CH2:21][CH2:22][CH2:23][CH2:24][CH2:25][CH2:26][CH2:27][CH3:28])[C:8](O)=[O:9])([CH3:4])[CH3:3].C(Cl)(=O)C([Cl:32])=O>C(Cl)Cl.CN(C)C=O>[CH3:1][C:2]([C:5]1[CH:6]=[C:7]([CH:11]=[CH:12][C:13]=1[O:14][CH2:15][CH2:16][CH2:17][CH2:18][CH2:19][CH2:20][CH2:21][CH2:22][CH2:23][CH2:24][CH2:25][CH2:26][CH2:27][CH3:28])[C:8]([Cl:32])=[O:9])([CH3:4])[CH3:3]. Procedure: To a solution of 30.0 g of product from Example 32 in 300 ml of methylene chloride and 10 drops of dimethylformamide is added, dropwise, 14.62 g of oxalyl chloride. The reaction is stirred at room temperature for 18 hours and concentrated in vacuo. The residue is dissolved in diethyl ether, filtered through diatomaceous earth and concentrated to give 3.12 g of the desired product as yellow crystals.